Dataset: the Open Reaction Database (ORD), a public repository of structured organic reaction records. Task: describe an organic reaction: reactants, conditions, products, and yield Reactants: C(#N)[C@@H]1CC([C@]2(C)[C@@H]1[C@@H]1CC[C@H]3CC(C[C@@]([C@]3(C)[C@H]1CC2)(C)O)=O)=O (15β-cyano-1β-hydroxy-1α-methyl-5α-androstane-3,17-dione), FC(C(=O)OC(C(F)(F)F)=O)(F)F (trifluoroacetic anhydride), ice water. Solvent: C(C)(=O)OCC (ethyl acetate), C(C)(=O)O (acetic acid). Yields the product C(#N)[C@@H]1CC([C@]2(C)[C@@H]1[C@@H]1CC[C@H]3CC(C=C([C@]3(C)[C@H]1CC2)C)=O)=O (15β-cyano-1-methyl-5α-androst-1-ene-3,17-dione). Isolated yield 89.7%. As a reaction SMILES: [C:1]([C@H:3]1[C@H:8]2[C@H:9]3[C@H:19]([CH2:20][CH2:21][C@:6]2([CH3:7])[C:5](=[O:25])[CH2:4]1)[C@:17]1([CH3:18])[C@H:12]([CH2:13][C:14](=[O:24])[CH2:15][C@:16]1(O)[CH3:22])[CH2:11][CH2:10]3)#[N:2].FC(F)(F)C(OC(=O)C(F)(F)F)=O>C(O)(=O)C.C(OCC)(=O)C>[C:1]([C@H:3]1[C@H:8]2[C@H:9]3[C@H:19]([CH2:20][CH2:21][C@:6]2([CH3:7])[C:5](=[O:25])[CH2:4]1)[C@:17]1([CH3:18])[C@H:12]([CH2:13][C:14](=[O:24])[CH:15]=[C:16]1[CH3:22])[CH2:11][CH2:10]3)#[N:2]. Procedure: 2.0 g of 15β-cyano-1β-hydroxy-1α-methyl-5α-androstane-3,17-dione is stirred in 20 ml of glacial acetic acid with 6 ml of trifluoroacetic anhydride at room temperature. After 4 hours the solution is added to ice/water. The precipitated product is suctioned off, dissolved in ethyl acetate and washed with water. 1.7 g of 15β-cyano-1-methyl-5α-androst-1-ene-3,17-dione with a melting point of 193° C. is obtained. Reactants: [Br-], O=Cc1cccc(Br)c1, C1CCOC1, COCCC[P+](c1ccccc1)(c1ccccc1)c1ccccc1, C[Si](C)(C)[N-][Si](C)(C)C, [Cl-], [NH4+], [Na+]. Yields the product COCCC=Cc1cccc(Br)c1. As a reaction SMILES: [Br-:11].[Br:36][c:37]1[cH:38][c:39]([CH:40]=[O:41])[cH:42][cH:43][cH:44]1.[CH2:47]1[O:48][CH2:49][CH2:50][CH2:51]1.[CH3:12][O:13][CH2:14][CH2:15][CH2:16][P+:17]([c:18]1[cH:19][cH:20][cH:21][cH:22][cH:23]1)([c:24]1[cH:25][cH:26][cH:27][cH:28][cH:29]1)[c:30]1[cH:31][cH:32][cH:33][cH:34][cH:35]1.[CH3:2][Si:3]([N-:4][Si:5]([CH3:6])([CH3:7])[CH3:8])([CH3:9])[CH3:10].[Cl-:45].[NH4+:46].[Na+:1]>>[CH3:12][O:13][CH2:14][CH2:15][CH:16]=[CH:40][c:39]1[cH:38][c:37]([Br:36])[cH:44][cH:43][cH:42]1.